This data is from the Open Reaction Database (ORD), a public repository of structured organic reaction records. The task is: describe an organic reaction: reactants, conditions, products, and yield Starting materials: C1C(=CC2=C1C=CC1=C3C=CC=CC3=CC=C21)[Si](Cl)(C)C ((1H-cyclopenta[I] phenanthrene-2-yl) dimethylchlorosilane), C(C)(C)(C)N (t-butylamine). The solvent is CCCCCC (hexane). Product: C1C(=CC2=C1C=CC1=C3C=CC=CC3=CC=C21)[Si](NC(C)(C)C)(C)C ((1H-Cyclopenta[I]phenanthrene-2-yl)dimethyl(t-butylamino)silane). Reaction SMILES: [CH2:1]1[C:5]2[CH:6]=[CH:7][C:8]3[C:17]([C:4]=2[CH:3]=[C:2]1[Si:18]([CH3:21])([CH3:20])Cl)=[CH:16][CH:15]=[C:14]1[C:9]=3[CH:10]=[CH:11][CH:12]=[CH:13]1.[C:22]([NH2:26])([CH3:25])([CH3:24])[CH3:23]>CCCCCC>[CH2:1]1[C:5]2[CH:6]=[CH:7][C:8]3[C:17]([C:4]=2[CH:3]=[C:2]1[Si:18]([CH3:21])([CH3:20])[NH:26][C:22]([CH3:25])([CH3:24])[CH3:23])=[CH:16][CH:15]=[C:14]1[C:9]=3[CH:10]=[CH:11][CH:12]=[CH:13]1. Procedure details: To a 500 ml round bottom flask containing 1.98 g (0.0064 mole) of (1H-cyclopenta[I] phenanthrene-2-yl) dimethylchlorosilane and 250 ml of hexane was added 2.00 ml (0.0160 mole) of t-butylamine. The reaction mixture was allowed to stir for several days, then filtered using diatomaceous earth filter aid (CeliteTM), washed twice with hexane. The product was isolated by removing residual solvent under reduced pressure. The isolated yield was 1.98 g (88.9 percent). Isolated yield 57.0%. The reactants are BrC1=CC=C2C(=C(N(C(C2=C1)=O)C)C(C(=O)OC)OC(C)(C)C)C1=CC(=C(C=C1)C)C (methyl [7-bromo-4-(3,4-dimethylphenyl)-2-methyl-1-oxo-1,2-dihydro-3-isoquinolinyl][(1,1-dimethylethyl)oxy]acetate), FC(C(=O)[O-])(F)F (trifluoroacetate), CN1N=CC(=C1)B1OC(C(O1)(C)C)(C)C (1-methyl-4-(4,4,5,5-tetramethyl-1,3,2-dioxaborolan-2-yl)-1H-pyrazole). Procedure details: The title compound was prepared in two steps in a manner similar to that described in Example 191 from methyl [7-bromo-4-(3,4-dimethylphenyl)-2-methyl-1-oxo-1,2-dihydro-3-isoquinolinyl][(1,1-dimethylethyl)oxy]acetate and 1-methyl-4-(4,4,5,5-tetramethyl-1,3,2-dioxaborolan-2-yl)-1H-pyrazole and was isolated as a pale yellow solid (20 mg, 57%) after reverse phase chromatography as the trifluoroacetate salt: 1H NMR (400 MHz, CHLOROFORM-d) δ=8.59 (s, 1 H), 7.91 (s, 1 H), 7.82 (s, 1 H), 7.70-7.53 (m, ... Yields the product CC(C)(C)OC(C(=O)O)C=1N(C(C2=CC(=CC=C2C1C1=CC(=C(C=C1)C)C)C=1C=NN(C1)C)=O)C ([(1,1-dimethylethyl)oxy][4-(3,4-dimethylphenyl)-2-methyl-7-(1-methyl-1H-pyrazol-4-yl)-1-oxo-1,2-dihydro-3-isoquinolinyl]acetic acid), solid. Reaction SMILES: Br[C:2]1[CH:11]=[C:10]2[C:5]([C:6]([C:24]3[CH:29]=[CH:28][C:27]([CH3:30])=[C:26]([CH3:31])[CH:25]=3)=[C:7]([CH:14]([O:19][C:20]([CH3:23])([CH3:22])[CH3:21])[C:15]([O:17]C)=[O:16])[N:8]([CH3:13])[C:9]2=[O:12])=[CH:4][CH:3]=1.[CH3:32][N:33]1[CH:37]=[C:36](B2OC(C)(C)C(C)(C)O2)[CH:35]=[N:34]1.FC(F)(F)C([O-])=O>>[CH3:22][C:20]([O:19][CH:14]([C:7]1[N:8]([CH3:13])[C:9](=[O:12])[C:10]2[C:5]([C:6]=1[C:24]1[CH:29]=[CH:28][C:27]([CH3:30])=[C:26]([CH3:31])[CH:25]=1)=[CH:4][CH:3]=[C:2]([C:36]1[CH:35]=[N:34][N:33]([CH3:32])[CH:37]=1)[CH:11]=2)[C:15]([OH:17])=[O:16])([CH3:21])[CH3:23]. Product: N#Cc1cccnc1N1CCN(Cc2nc3cccnc3s2)CC1. Reactants: ClCc1nc2cccnc2s1, N#Cc1cccnc1N1CCNCC1. RXN SMILES: [Cl:1][CH2:2][c:3]1[s:4][c:5]2[n:6][cH:7][cH:8][cH:9][c:10]2[n:11]1.[N:12]1([c:18]2[c:19]([C:20]#[N:21])[cH:22][cH:23][cH:24][n:25]2)[CH2:13][CH2:14][NH:15][CH2:16][CH2:17]1>>[CH2:2]([c:3]1[s:4][c:5]2[n:6][cH:7][cH:8][cH:9][c:10]2[n:11]1)[N:15]1[CH2:14][CH2:13][N:12]([c:18]2[c:19]([C:20]#[N:21])[cH:22][cH:23][cH:24][n:25]2)[CH2:17][CH2:16]1.